Dataset: the Open Reaction Database (ORD), a public repository of structured organic reaction records. Task: describe an organic reaction: reactants, conditions, products, and yield Reactants: C, CCO, COC(=O)C=Cc1ccc(C(c2cc(F)ccc2F)S(=O)(=O)c2ccc(Cl)cc2)nc1, [Pd]. Product: COC(=O)CCc1ccc(C(c2cc(F)ccc2F)S(=O)(=O)c2ccc(Cl)cc2)nc1. Reaction SMILES: [C:35].[CH3:32][CH2:33][OH:34].[Cl:1][c:2]1[cH:3][cH:4][c:5]([S:8](=[O:9])(=[O:10])[CH:11]([c:12]2[cH:13][cH:14][c:15]([CH:18]=[CH:19][C:20](=[O:21])[O:22][CH3:23])[cH:16][n:17]2)[c:24]2[c:25]([F:31])[cH:26][cH:27][c:28]([F:30])[cH:29]2)[cH:6][cH:7]1.[Pd:36]>>[Cl:1][c:2]1[cH:3][cH:4][c:5]([S:8](=[O:9])(=[O:10])[CH:11]([c:12]2[cH:13][cH:14][c:15]([CH2:18][CH2:19][C:20](=[O:21])[O:22][CH3:23])[cH:16][n:17]2)[c:24]2[c:25]([F:31])[cH:26][cH:27][c:28]([F:30])[cH:29]2)[cH:6][cH:7]1. The reactants are C(C)(C)(C)OC(=O)C1(CN(N2C3=C(C(=C(C(=C13)F)F)F)C(C(=C2)C(=O)OCC)=O)C)C(=O)OC(C)(C)C (Ethyl 3,3-Bis-(t-butyloxycarbonyl)-4,5,6-trifluoro-2,3-dihydro-1-methyl-7-oxo-1H,7H-pyrido[3,2,1-ij]cinnoline -8-carboxylate), C(C)(C)OC(C)C (isopropyl ether). Run in FC(C(=O)O)(F)F (trifluoroacetic acid). Reaction conditions: temperature 60 celsius. The product is FC1=C2C(CN(N3C2=C(C(=C1F)F)C(C(=C3)C(=O)OCC)=O)C)C(=O)O (4,5,6-Trifluoro-2,3-dihydro-1-methyl-7-oxo-8-ethoxycarbonyl -1H,7H-pyrido[3,2,1-ij]cinnoline-3-carboxylic acid). Yield: 95.3%. Reaction SMILES: C([O:5][C:6]([C:8]1(C(OC(C)(C)C)=O)[C:17]2[C:12]3=[C:13]([C:21](=[O:29])[C:22]([C:24]([O:26][CH2:27][CH3:28])=[O:25])=[CH:23][N:11]3[N:10]([CH3:30])[CH2:9]1)[C:14]([F:20])=[C:15]([F:19])[C:16]=2[F:18])=[O:7])(C)(C)C.C(OC(C)C)(C)C>FC(F)(F)C(O)=O>[F:18][C:16]1[C:15]([F:19])=[C:14]([F:20])[C:13]2[C:21](=[O:29])[C:22]([C:24]([O:26][CH2:27][CH3:28])=[O:25])=[CH:23][N:11]3[C:12]=2[C:17]=1[CH:8]([C:6]([OH:7])=[O:5])[CH2:9][N:10]3[CH3:30]. Procedure: 1.0 g of the compound (196) obtained in Example 67 was dissolved in 2 ml of trifluoroacetic acid, and the solution was heated at 60° C. for 2 hours. The reaction solution was added to 50 ml of isopropyl ether, and deposited solids were filtered off to obtain 0.67 g of the subject compound (197) in a 99% yield. Reactants: CCCCOc1c(CNC(=O)OC(C)(C)C)n(CC(C)C)c(=O)c2ccc(-c3nc(C(=O)O)cs3)cc12, CCOC(C)=O, Cl. Product: CCCCOc1c(CN)n(CC(C)C)c(=O)c2ccc(-c3nc(C(=O)O)cs3)cc12, Cl. RXN SMILES: [CH2:1]([CH2:2][CH2:3][CH3:4])[O:5][c:6]1[c:7]([CH2:29][NH:30][C:31]([O:32][C:33]([CH3:34])([CH3:35])[CH3:36])=[O:37])[n:8]([CH2:25][CH:26]([CH3:27])[CH3:28])[c:9](=[O:24])[c:10]2[cH:11][cH:12][c:13](-[c:16]3[s:17][cH:18][c:19]([C:21](=[O:22])[OH:23])[n:20]3)[cH:14][c:15]12.[CH3:39][CH2:40][O:41][C:42](=[O:43])[CH3:44].[ClH:38]>>[CH2:1]([CH2:2][CH2:3][CH3:4])[O:5][c:6]1[c:7]([CH2:29][NH2:30])[n:8]([CH2:25][CH:26]([CH3:27])[CH3:28])[c:9](=[O:24])[c:10]2[cH:11][cH:12][c:13](-[c:16]3[s:17][cH:18][c:19]([C:21](=[O:22])[OH:23])[n:20]3)[cH:14][c:15]12.[ClH:38]. Reactants: FC(C(=O)O)(F)F.FC(C(=O)O)(F)F.FC(C(=O)O)(F)F.ClC=1C=NC=2NC=3C=NC=C(CCC4=C(C=CC(NC1N2)=C4)OCC(N4CCNCC4)=O)C3 (6-chloro-12-(2-oxo-2-piperazin-1-ylethoxy)-2,4,8,18,22-pentaazatetracyclo[14.3.1.1(3,7).1(9,13)]docosa-1(20),3(22),4,6,9(21),10,12,16,18-nonaene tris(trifluoroacetate)), O=C1N(C(CC1)=O)OC(CC#N)=O (3-[(2,5-dioxopyrrolidin-1-yl)oxy]-3-oxopropanenitrile). Product: FC(C(=O)O)(F)F.FC(C(=O)O)(F)F.ClC=1C=NC=2NC=3C=NC=C(CCC4=C(C=CC(NC1N2)=C4)OCC(=O)N4CCN(CC4)C(CC#N)=O)C3 (3-[4-({[6-Chloro-2,4,8,18,22-pentaazatetracyclo[14.3.1.1(3,7).1(9,13)]docosa-1(20),3(22),4,6,9(21),10,12,16,18-nonaen-12-yl]oxy}acetyl)piperazin-1-yl]-3-oxopropanenitrile bis(trifluoroacetate)). Yield: 60.0%. RXN SMILES: [F:1][C:2]([F:7])([F:6])[C:3]([OH:5])=[O:4].[F:8][C:9]([F:14])([F:13])[C:10]([OH:12])=[O:11].FC(F)(F)C(O)=O.[Cl:22][C:23]1[CH:24]=[N:25][C:26]2[NH:27][C:28]3[CH:29]=[N:30][CH:31]=[C:32]([CH:54]=3)[CH2:33][CH2:34][C:35]3[CH:43]=[C:39]([NH:40][C:41]=1[N:42]=2)[CH:38]=[CH:37][C:36]=3[O:44][CH2:45][C:46](=[O:53])[N:47]1[CH2:52][CH2:51][NH:50][CH2:49][CH2:48]1.O=C1CCC(=O)N1[O:62][C:63](=O)[CH2:64][C:65]#[N:66]>>[F:1][C:2]([F:7])([F:6])[C:3]([OH:5])=[O:4].[F:8][C:9]([F:14])([F:13])[C:10]([OH:12])=[O:11].[Cl:22][C:23]1[CH:24]=[N:25][C:26]2[NH:27][C:28]3[CH:29]=[N:30][CH:31]=[C:32]([CH:54]=3)[CH2:33][CH2:34][C:35]3[CH:43]=[C:39]([NH:40][C:41]=1[N:42]=2)[CH:38]=[CH:37][C:36]=3[O:44][CH2:45][C:46]([N:47]1[CH2:52][CH2:51][N:50]([C:63](=[O:62])[CH2:64][C:65]#[N:66])[CH2:49][CH2:48]1)=[O:53] |f:0.1.2.3,5.6.7|. Procedure details: The desired compound was prepared according to the procedure of Example D94 using 6-chloro-12-(2-oxo-2-piperazin-1-ylethoxy)-2,4,8,18,22-pentaazatetracyclo[14.3.1.1(3,7).1(9,13)]docosa-1(20),3(22),4,6,9(21),10,12,16,18-nonaene tris(trifluoroacetate) and 3-[(2,5-dioxopyrrolidin-1-yl)oxy]-3-oxopropanenitrile as the starting materials in 60% yield. LCMS for C26H26ClN8O3 (M+H)+: m/z=533.0. Reactants: C1(CC1)CC1(CCC2(OCCO2)CC1)C#N (8-cyclopropylmethyl-1,4-dioxa-spiro[4.5]decane-8-carbonitrile), O1CCOC12CCC(CC2)C#N (1,4-dioxa-spiro[4.5]decane-8-carbonitrile), C1(CC1)CBr (cyclopropylmethyl bromide), solution, [H-].C(C(C)C)[Al+]CC(C)C (diisobutylaluminium hydride), C1(=CC=CC=C1)C (toluene), C(CC(O)(C(=O)O)CC(=O)O)(=O)O (citric acid). Solvent: O1CCCC1 (tetrahydrofuran). Reaction conditions: temperature 0 celsius. Yields the product C1(CC1)CC1(CCC2(OCCO2)CC1)C=O (8-cyclopropylmethyl-1,4-dioxa-spiro[4.5]decane-8-carbaldehyde). As a reaction SMILES: [CH:1]1([CH2:4][C:5]2([C:15]#N)[CH2:14][CH2:13][C:8]3([O:12][CH2:11][CH2:10][O:9]3)[CH2:7][CH2:6]2)[CH2:3][CH2:2]1.[O:17]1C2(CCC(C#N)CC2)OCC1.C1(CBr)CC1.[H-].C([Al+]CC(C)C)C(C)C.C1(C)C=CC=CC=1.C(O)(=O)CC(CC(O)=O)(C(O)=O)O>O1CCCC1>[CH:1]1([CH2:4][C:5]2([CH:15]=[O:17])[CH2:14][CH2:13][C:8]3([O:12][CH2:11][CH2:10][O:9]3)[CH2:7][CH2:6]2)[CH2:3][CH2:2]1 |f:3.4|. Procedure: To a solution of 8-cyclopropylmethyl-1,4-dioxa-spiro[4.5]decane-8-carbonitrile, prepared from 1,4-dioxa-spiro[4.5]decane-8-carbonitrile and cyclopropylmethyl bromide in a similar fashion as described for 5, (3.00 g, 13.6 mmol) in tetrahydrofuran (40 mL) at −78° C. was added a 1M solution of diisobutylaluminium hydride in toluene (20.3 mL, 20.3 mmol, 1.5 eq.) and the reaction was allowed to warmed to 0° C. over a period of 3 h. The mixture was recooled to −78° C., neutralized by dropwise addition... The reactants are CCC(C)(C)O, O=C1c2ccc(Cl)nc2CN1CCO, [K+], [K+], CC(C)(O)c1cc(F)c(-c2cc(C(N)=O)c(N)s2)c(F)c1, O=C([O-])[O-], O=C(C=Cc1ccccc1)C=Cc1ccccc1, O=C(C=Cc1ccccc1)C=Cc1ccccc1, O=C(C=Cc1ccccc1)C=Cc1ccccc1, [Pd], [Pd]. The product is CC(C)(O)c1cc(F)c(-c2cc(C(N)=O)c(Nc3ccc4c(n3)CN(CCO)C4=O)s2)c(F)c1. RXN SMILES: [C:42]([OH:43])([CH2:44][CH3:45])([CH3:46])[CH3:47].[Cl:22][c:23]1[cH:24][cH:25][c:26]2[c:27]([n:28]1)[CH2:29][N:30]([CH2:33][CH2:34][OH:35])[C:31]2=[O:32].[K+:36].[K+:37].[NH2:1][c:2]1[s:3][c:4](-[c:10]2[c:11]([F:21])[cH:12][c:13]([C:17]([CH3:18])([CH3:19])[OH:20])[cH:14][c:15]2[F:16])[cH:5][c:6]1[C:7](=[O:8])[NH2:9].[O-:38][C:39]([O-:40])=[O:41].[O:50]=[C:51]([CH:52]=[CH:53][c:54]1[cH:55][cH:56][cH:57][cH:58][cH:59]1)[CH:60]=[CH:61][c:62]1[cH:63][cH:64][cH:65][cH:66][cH:67]1.[O:68]=[C:69]([CH:70]=[CH:71][c:72]1[cH:73][cH:74][cH:75][cH:76][cH:77]1)[CH:78]=[CH:79][c:80]1[cH:81][cH:82][cH:83][cH:84][cH:85]1.[O:86]=[C:87]([CH:88]=[CH:89][c:90]1[cH:91][cH:92][cH:93][cH:94][cH:95]1)[CH:96]=[CH:97][c:98]1[cH:99][cH:100][cH:101][cH:102][cH:103]1.[Pd:48].[Pd:49]>>[NH:1]([c:2]1[s:3][c:4](-[c:10]2[c:11]([F:21])[cH:12][c:13]([C:17]([CH3:18])([CH3:19])[OH:20])[cH:14][c:15]2[F:16])[cH:5][c:6]1[C:7](=[O:8])[NH2:9])[c:23]1[cH:24][cH:25][c:26]2[c:27]([n:28]1)[CH2:29][N:30]([CH2:33][CH2:34][OH:35])[C:31]2=[O:32].